This data is from the Open Reaction Database (ORD), a public repository of structured organic reaction records. The task is: describe an organic reaction: reactants, conditions, products, and yield Procedure: Into 15 ml of concentrated sulfuric acid, under ice-cooled condition with stirring, 3.0 g of 2,4-dimethyl-6-(2-phenylacryloyl)phenol was added gradually, then the whole mixture was stirred at room temperature for 1 hour. The reaction mixture was poured in 100 g of ice and extracted with 200 ml of methylene chloride. The extract was washed with water and dried with anhydrous magnesium sulfate, then was concentrated under a reduced pressure to obtain the residue. The residue was recrystallized fro... Reaction SMILES: S(=O)(=O)(O)O.[CH3:6][C:7]1[CH:12]=[C:11]([CH3:13])[CH:10]=[C:9]([C:14](=[O:23])[C:15]([C:17]2[CH:22]=[CH:21][CH:20]=[CH:19][CH:18]=2)=[CH2:16])[C:8]=1[OH:24]>>[CH3:13][C:11]1[CH:12]=[C:7]([CH3:6])[C:8]([OH:24])=[C:9]2[C:10]=1[CH2:16][CH:15]([C:17]1[CH:22]=[CH:21][CH:20]=[CH:19][CH:18]=1)[C:14]2=[O:23]. Starting materials: S(O)(O)(=O)=O (sulfuric acid), CC1=C(C(=CC(=C1)C)C(C(=C)C1=CC=CC=C1)=O)O (2,4-dimethyl-6-(2-phenylacryloyl)phenol). The solvent is ice. Yields the product CC1=C2CC(C(C2=C(C(=C1)C)O)=O)C1=CC=CC=C1 (2,3-dihydro-4,6-dimethyl-2-phenyl-7-hydroxy-1H-inden-1-one). Yield: 70.3%.